This data is from the Open Reaction Database (ORD), a public repository of structured organic reaction records. The task is: describe an organic reaction: reactants, conditions, products, and yield Starting materials: C(C=C)(=O)OC (methyl acrylate), OCCC=1NC=CN1 (hydroxyethylimidazole), C1=CC=CC=2SC3=CC=CC=C3NC12 (phenothiazine), COC1=CC=C(O)C=C1 (hydroquinone monomethyl ether). The product is C(C=C)(=O)O.OCCC=1NC=CN1 (Hydroxyethylimidazole Acrylate). Reaction SMILES: [C:1]([O:5]C)(=[O:4])[CH:2]=[CH2:3].[OH:7][CH2:8][CH2:9][C:10]1[NH:11][CH:12]=[CH:13][N:14]=1.C1C2NC3C(=CC=CC=3)SC=2C=CC=1.COC1C=CC(O)=CC=1>>[C:1]([OH:5])(=[O:4])[CH:2]=[CH2:3].[OH:7][CH2:8][CH2:9][C:10]1[NH:11][CH:12]=[CH:13][N:14]=1 |f:4.5|. Reported procedure: At a temperature of 60° C., methyl acrylate (MA) and hydroxyethylimidazole (HEI) in a molar ratio of 5:1 were heated in the presence of 50 ppm of phenothiazine, 500 ppm of hydroquinone monomethyl ether and 1.25 mol % of a catalyst (based on hydroxyethylimidazole) for 5 h. The reactants are ClC1=C(C#N)C=C(C=C1)[N+](=O)[O-] (2-chloro-5-nitrobenzonitrile), N1CCNCC1 (piperazine), O (H2O). Solvent: COCCO (ethylene glycol monomethyl ether). Run at temperature 60 celsius. Product: C(#N)C1=C(C=CC(=C1)[N+](=O)[O-])N1CCNCC1 (1-(2-cyano-4-nitrophenyl)piperazine). Isolated yield 99.8%. RXN SMILES: Cl[C:2]1[CH:9]=[CH:8][C:7]([N+:10]([O-:12])=[O:11])=[CH:6][C:3]=1[C:4]#[N:5].[NH:13]1[CH2:18][CH2:17][NH:16][CH2:15][CH2:14]1.O>COCCO>[C:4]([C:3]1[CH:6]=[C:7]([N+:10]([O-:12])=[O:11])[CH:8]=[CH:9][C:2]=1[N:13]1[CH2:18][CH2:17][NH:16][CH2:15][CH2:14]1)#[N:5]. Procedure: A mixture of 2-chloro-5-nitrobenzonitrile (1 g) and piperazine (2.12 g) in ethylene glycol monomethyl ether (5 mL) was heated at 60° C. for 30 minutes. After cooling to room temperature, H2O was added (50 mL) and the solution extracted with CH2Cl2 (3×25 mL). The combined organic layers were washed with H2O, dried over Na2SO4 and evaporated to dryness to give 1.27 g (99%) of the desired compound. The reactants are BrC(Br)(Br)Br, CC(C)(C)OC(=O)N1CCC(CO)CC1, ClCCl, c1ccc(P(c2ccccc2)c2ccccc2)cc1. Yields the product CC(C)(C)OC(=O)N1CCC(CBr)CC1. Reaction SMILES: [C:16]([Br:17])([Br:18])([Br:19])[Br:20].[C:1]([CH3:2])([CH3:3])([CH3:4])[O:5][C:6](=[O:7])[N:8]1[CH2:9][CH2:10][CH:11]([CH2:14][OH:15])[CH2:12][CH2:13]1.[Cl:40][CH2:41][Cl:42].[c:21]1([P:22]([c:23]2[cH:24][cH:25][cH:26][cH:27][cH:28]2)[c:29]2[cH:30][cH:31][cH:32][cH:33][cH:34]2)[cH:35][cH:36][cH:37][cH:38][cH:39]1>>[C:1]([CH3:2])([CH3:3])([CH3:4])[O:5][C:6](=[O:7])[N:8]1[CH2:9][CH2:10][CH:11]([CH2:14][Br:17])[CH2:12][CH2:13]1. Starting materials: CO, COc1cc2c(cc1I)C(C)CN(C(=O)C(F)(F)F)CC2, [Na+], [OH-], O. The product is COc1cc2c(cc1I)C(C)CNCC2. Reaction SMILES: [CH3:24][OH:25].[F:1][C:2]([F:3])([F:4])[C:20]([N:5]1[CH2:6][CH2:7][c:8]2[c:9]([cH:13][c:14]([I:19])[c:15]([O:17][CH3:18])[cH:16]2)[CH:10]([CH3:12])[CH2:11]1)=[O:21].[Na+:23].[OH-:22].[OH2:26]>>[NH:5]1[CH2:6][CH2:7][c:8]2[c:9]([cH:13][c:14]([I:19])[c:15]([O:17][CH3:18])[cH:16]2)[CH:10]([CH3:12])[CH2:11]1. The reactants are NC(=N)N (Guanidine), ClC1CCCCC=2C1=NC(=C(C2)C(=O)OCC)C (ethyl 9-chloro-2-methyl-6,7,8,9-tetrahydro-5H-cyclohepta[b]pyridine-3-carboxylate). Solvent: CC(C)O (2-propanol). Conditions: time 5 hour. The product is ClC1CCCCC=2C1=NC(=C(C2)C(=O)NC(=N)N)C (9-Chloro-2-methyl-6,7,8,9-tetrahydro-5H-cyclohepta[b]pyridine-3-carbonylguanidine). Yield: 42.7%. RXN SMILES: [NH2:1][C:2]([NH2:4])=[NH:3].[Cl:5][CH:6]1[C:12]2=[N:13][C:14]([CH3:22])=[C:15]([C:17](OCC)=[O:18])[CH:16]=[C:11]2[CH2:10][CH2:9][CH2:8][CH2:7]1>CC(O)C>[Cl:5][CH:6]1[C:12]2=[N:13][C:14]([CH3:22])=[C:15]([C:17]([NH:3][C:2]([NH2:4])=[NH:1])=[O:18])[CH:16]=[C:11]2[CH2:10][CH2:9][CH2:8][CH2:7]1. Reported procedure: In an atmosphere of argon, guanidine hydrochloride (4.08 g, 42.7 mmol) was added to 28% sodium methoxide methanol solution (8.0 ml, 41.5 mmol) at 0° C. After 30 minutes of stirring at the same temperature, the thus precipitated sodium chloride was removed by filtration using a glass filter and the resulting filtrate was evaporated under reduced pressure to obtain free guanidine. Guanidine and ethyl 9-chloro-2-methyl-6,7,8,9-tetrahydro-5H-cyclohepta[b]pyridine-3-carboxylate (1.10 g, 4.12 mmol) we... Reactants: COC=1C(=NC2=CC=C(C=C2N1)OC)NN (3,6-dimethoxy-2-hydrazinoquinoxaline), C(CC)(OCC)(OCC)OCC (triethyl orthopropionate). Conditions: temperature 100 celsius, time 8 hour. Yields the product C(C)C1=NN=C2N1C1=CC=C(C=C1N=C2OC)OC (1-ethyl-4,7-dimethoxy-[1,2,4]triazolo[4,3-a]quinoxaline). As a reaction SMILES: [CH3:1][O:2][C:3]1[C:4]([NH:15][NH2:16])=[N:5][C:6]2[C:11]([N:12]=1)=[CH:10][C:9]([O:13][CH3:14])=[CH:8][CH:7]=2.[C:17](OCC)(OCC)(OCC)[CH2:18][CH3:19]>>[CH2:18]([C:19]1[N:5]2[C:6]3[C:11]([N:12]=[C:3]([O:2][CH3:1])[C:4]2=[N:15][N:16]=1)=[CH:10][C:9]([O:13][CH3:14])=[CH:8][CH:7]=3)[CH3:17]. Procedure details: A mixture consisting of 4.0 g. (0.018 mole) of 3,6-dimethoxy-2-hydrazinoquinoxaline, the product of Preparation E(d), and 50 ml. of triethyl orthopropionate was heated with mechanical stirring in a preheated oil bath at 100° C. overnight (~16 hours). The resulting reaction mixture was then cooled to room temperature (~20° C.), and the precipitate which formed was subsequently recovered by means of suction filtration and washed with ethanol to ultimately afford 3.3 g. (72%) of pure 4,7-dimethoxy-... The reactants are C(CCCCCC)OC1=CC(=C(C=C1)C1=NC=C(C=N1)O)F (2-(4-heptyloxy-2-fluorophenyl)-5-hydroxypyrimidine), N1=CC=CC=C1 (pyridine), C(CCCCCCCC)(=O)Cl (nonanoyl chloride). Run in C1(=CC=CC=C1)C (toluene). Reaction conditions: time 12 hour. The product is C(CCCCCC)OC1=CC(=C(C=C1)C1=NC=C(C=N1)OC(CCCCCCCC)=O)F (2-(4-Heptyloxy-2-fluorophenyl)-5-nonanoyloxypyrimidine). RXN SMILES: [CH2:1]([O:8][C:9]1[CH:14]=[CH:13][C:12]([C:15]2[N:20]=[CH:19][C:18]([OH:21])=[CH:17][N:16]=2)=[C:11]([F:22])[CH:10]=1)[CH2:2][CH2:3][CH2:4][CH2:5][CH2:6][CH3:7].N1C=CC=CC=1.[C:29](Cl)(=[O:38])[CH2:30][CH2:31][CH2:32][CH2:33][CH2:34][CH2:35][CH2:36][CH3:37]>C1(C)C=CC=CC=1>[CH2:1]([O:8][C:9]1[CH:14]=[CH:13][C:12]([C:15]2[N:20]=[CH:19][C:18]([O:21][C:29](=[O:38])[CH2:30][CH2:31][CH2:32][CH2:33][CH2:34][CH2:35][CH2:36][CH3:37])=[CH:17][N:16]=2)=[C:11]([F:22])[CH:10]=1)[CH2:2][CH2:3][CH2:4][CH2:5][CH2:6][CH3:7]. Procedure details: 0.1 mol of 2-(4-heptyloxy-2-fluorophenyl)-5-hydroxypyrimidine (prepared from 4-heptyloxy-2-fluorobenzamidine in accordance with Example 1) is dissolved together with 0.12 mol of pyridine in toluene and 0.1 mol of nonanoyl chloride is then added at room temperature. Stirring is then carried out for 12 hours and standard working-up is carried out. 2-(4-Heptyloxy-2-fluorophenyl)-5-nonanoyloxypyrimidine is obtained, C 65 I, Δε=-0.2. Starting materials: COC(=O)C1=C(OC2=C1C=CC=C2)C(=O)OCC2=CC=CC=C2 (benzyl methoxy-carbonylbenzofuran-2-carboxylate), C(C)(=O)OCC (ethyl acetate). Reagents/catalysts: [Pd] (palladium on carbon). Reaction conditions: time 2 hour. Product: COC=1C=CC2=C(C(C(O2)C(=O)O)=C=O)C1 (5-Methoxy-carbonylbenzofuran-2-carboxylic Acid). The yield is 91.0%. As a reaction SMILES: CO[C:3]([C:5]1[C:9]2[CH:10]=[CH:11][CH:12]=[CH:13][C:8]=2[O:7][C:6]=1[C:14]([O:16]CC1C=CC=CC=1)=[O:15])=[O:4].[C:24](OCC)(=[O:26])C>[Pd]>[CH3:24][O:26][C:11]1[CH:12]=[CH:13][C:8]2[O:7][CH:6]([C:14]([OH:16])=[O:15])[C:5](=[C:3]=[O:4])[C:9]=2[CH:10]=1. Procedure details: To a solution of benzyl methoxy-carbonylbenzofuran-2-carboxylate (0.144 g, 0.409 mmol) in ethyl acetate (20 mL) was added 10% palladium on carbon (0.072 g, 50% w/w). After stirring under a hydrogen atmosphere for 2 h, the mixture was filtered through Celite. The filtrate was concentrated to yield the title compound as a white solid (0.098 g, 91%): 1H NMR: Starting materials: BrC=1C=C2C(=CNC2=C(C1)C(=O)N)CC1CCS(CC1)(=O)=O (5-bromo-3-[(1,1-dioxidotetrahydro-2H-thiopyran-4-yl)methyl]-1H-indole-7-carboxamide), O1C=C(C=C1)B(O)O (3-furanylboronic acid), C([O-])([O-])=O.[K+].[K+] (potassium carbonate). The reagents and catalysts are C1=CC=C(C=C1)P([C-]2C=CC=C2)C3=CC=CC=C3.C1=CC=C(C=C1)P([C-]2C=CC=C2)C3=CC=CC=C3.Cl[Pd]Cl.[Fe+2] (PdCl2(dppf)). The solvent is O1CCOCC1 (1,4-dioxane), O (water). Reaction conditions: temperature 120 celsius. The product is O=S1(CCC(CC1)CC1=CNC2=C(C=C(C=C12)C1=COC=C1)C(=O)N)=O (3-[(1,1-dioxidotetrahydro-2H-thiopyran-4-yl)methyl]-5-(3-furanyl)-1H-indole-7-carboxamide). Yield: 49.6%. Reaction SMILES: Br[C:2]1[CH:3]=[C:4]2[C:8](=[C:9]([C:11]([NH2:13])=[O:12])[CH:10]=1)[NH:7][CH:6]=[C:5]2[CH2:14][CH:15]1[CH2:20][CH2:19][S:18](=[O:22])(=[O:21])[CH2:17][CH2:16]1.[O:23]1[CH:27]=[CH:26][C:25](B(O)O)=[CH:24]1.C(=O)([O-])[O-].[K+].[K+]>O1CCOCC1.O.C1C=CC(P(C2C=CC=CC=2)[C-]2C=CC=C2)=CC=1.C1C=CC(P(C2C=CC=CC=2)[C-]2C=CC=C2)=CC=1.Cl[Pd]Cl.[Fe+2]>[O:21]=[S:18]1(=[O:22])[CH2:19][CH2:20][CH:15]([CH2:14][C:5]2[C:4]3[C:8](=[C:9]([C:11]([NH2:13])=[O:12])[CH:10]=[C:2]([C:25]4[CH:26]=[CH:27][O:23][CH:24]=4)[CH:3]=3)[NH:7][CH:6]=2)[CH2:16][CH2:17]1 |f:2.3.4,7.8.9.10|. Reported procedure: 5-bromo-3-[(1,1-dioxidotetrahydro-2H-thiopyran-4-yl)methyl]-1H-indole-7-carboxamide (30 mg, 0.078 mmol), 3-furanylboronic acid (24.05 mg, 0.215 mmol, 2.76 eq), potassium carbonate (64.6 mg, 6 eq), PdCl2(dppf) (4.56 mg, 0.006 mmol, 0.08 eq), were dissolved in a mixture of 1,4-dioxane (2 mL) and water (1 mL) in a 2-5 mL biotage microwave reaction tube. The mixture was heated in a Biotage microwave at high absorption for 10 minutes at 120° C. The reaction mixture was filtered through a polypropylen...